Task: describe an organic reaction: reactants, conditions, products, and yield. Dataset: the Open Reaction Database (ORD), a public repository of structured organic reaction records Starting materials: N[C@]12[C@@H]([C@H]3CC[C@@H]4[C@]5(CC=C(C([C@@H]5CC[C@]4([C@@]3(CC1)C)C)(C)C)C1=CC=C(C(=O)OC)C=C1)C)[C@@H](CC2)C(=C)C (methyl 4-((1R,3aS,5aR,5bR,7aR,11aS,11bR,13aR,13bR)-3a-amino-1-isopropenyl-5a,5b,8,8,11a-pentamethyl-2,3,3a,4,5,5a,5b,6,7,7a,8,11,11a,11b,12,13,13a,13b-octadecahydro-1H-cyclopenta[a]chrysen-9-yl)benzoate), ClCCN1CCS(CC1)(=O)=O (4-(2-chloroethyl)thiomorpholine 1,1-dioxide), P(=O)([O-])([O-])[O-].[K+].[K+].[K+] (potassium phosphate). Reagents/catalysts: [I-].[K+] (potassium iodide). The solvent is C(C)#N (acetonitrile). Run at temperature 120 celsius. Yields the product O=S1(CCN(CC1)CCN[C@]12[C@@H]([C@H]3CC[C@@H]4[C@]5(CC=C(C([C@@H]5CC[C@]4([C@@]3(CC1)C)C)(C)C)C1=CC=C(C(=O)OC)C=C1)C)[C@@H](CC2)C(=C)C)=O (methyl 4-((1R,3aS,5aR,5bR,7aR,11aS,11bR,13aR,13bR)-3a-((2-(1,1-dioxido-4-thiomorpholinyl)ethyl)amino)-1-isopropenyl-5a,5b,8,8,11a-pentamethyl-2,3,3a,4,5,5a,5b,6,7,7a,8,11,11a,11b,12,13,13a,13b-octadecahydro-1H-cyclopenta[a]chrysen-9-yl)benzoate). Yield: 73.0%. As a reaction SMILES: [NH2:1][C@:2]12[CH2:37][CH2:36][C@@H:35]([C:38]([CH3:40])=[CH2:39])[C@@H:3]1[C@@H:4]1[C@@:17]([CH3:20])([CH2:18][CH2:19]2)[C@@:16]2([CH3:21])[C@@H:7]([C@:8]3([CH3:34])[C@@H:13]([CH2:14][CH2:15]2)[C:12]([CH3:23])([CH3:22])[C:11]([C:24]2[CH:33]=[CH:32][C:27]([C:28]([O:30][CH3:31])=[O:29])=[CH:26][CH:25]=2)=[CH:10][CH2:9]3)[CH2:6][CH2:5]1.Cl[CH2:42][CH2:43][N:44]1[CH2:49][CH2:48][S:47](=[O:51])(=[O:50])[CH2:46][CH2:45]1.P([O-])([O-])([O-])=O.[K+].[K+].[K+]>C(#N)C.[I-].[K+]>[O:50]=[S:47]1(=[O:51])[CH2:48][CH2:49][N:44]([CH2:43][CH2:42][NH:1][C@:2]23[CH2:37][CH2:36][C@@H:35]([C:38]([CH3:40])=[CH2:39])[C@@H:3]2[C@@H:4]2[C@@:17]([CH3:20])([CH2:18][CH2:19]3)[C@@:16]3([CH3:21])[C@@H:7]([C@:8]4([CH3:34])[C@@H:13]([CH2:14][CH2:15]3)[C:12]([CH3:22])([CH3:23])[C:11]([C:24]3[CH:25]=[CH:26][C:27]([C:28]([O:30][CH3:31])=[O:29])=[CH:32][CH:33]=3)=[CH:10][CH2:9]4)[CH2:6][CH2:5]2)[CH2:45][CH2:46]1 |f:2.3.4.5,7.8|. Procedure: A mixture of methyl 4-((1R,3aS,5aR,5bR,7aR,11aS,11bR,13aR,13bR)-3a-amino-1-isopropenyl-5a,5b,8,8,11a-pentamethyl-2,3,3a,4,5,5a,5b,6,7,7a,8,11,11a,11b,12,13,13a,13b-octadecahydro-1H-cyclopenta[a]chrysen-9-yl)benzoate (600 mg, 1.10 mmol), 4-(2-chloroethyl)thiomorpholine 1,1-dioxide (600 mg, 2.56 mmol) (prepared as described in WO2002045652), anhydrous potassium phosphate (3.00 g, 14.1 mmol) and potassium iodide (10 mg, 0.060 mmol) in acetonitrile (50 mL) was placed in 150 mL AceGlass resealable pr... Reactants: O=C1OCCO1, C1COCCOCCOCCOCCO1, CCCCCCCCC(C)=O. The product is C1COCCOCCOCCOCCOCCO1. RXN SMILES: [C:1]1(=[O:6])[O:2][CH2:3][CH2:4][O:5]1.[CH2:18]1[CH2:19][O:20][CH2:21][CH2:22][O:23][CH2:24][CH2:26][O:25][CH2:27][CH2:28][O:29][CH2:30][CH2:31][O:32]1.[CH3:7][C:8](=[O:9])[CH2:10][CH2:11][CH2:12][CH2:13][CH2:14][CH2:15][CH2:16][CH3:17]>>[CH2:1]1[O:5][CH2:4][CH2:3][O:2][CH2:27][CH2:28][O:29][CH2:30][CH2:31][O:32][CH2:18][CH2:19][O:20][CH2:21][CH2:22][O:23][CH2:24]1. The reactants are C(C1=CC=CC=C1)N1CCN(CC1)C(CC(=O)OCC)=O (4-benzyl-1-[(ethoxycarbonyl)acetyl]-piperazine), O (Water), [H-].[Na+] (sodium hydride), BrCCC1OCCO1 (2-(2-bromoethyl)-1,3-dioxolane). Solvent: CN(C=O)C (dimethylformamide), CN(C=O)C (dimethylformamide). Run at time 30 minute. The product is C(C1=CC=CC=C1)N1CCN(CC1)C(C(CCC1OCCO1)C(=O)OCC)=O (4-Benzyl-1-[4-(1,3-dioxolan-2-yl)-2-(ethoxycarbonyl)-butyryl]piperazine). The yield is 69.9%. RXN SMILES: [H-].[Na+].[CH2:3]([N:10]1[CH2:15][CH2:14][N:13]([C:16](=[O:23])[CH2:17][C:18]([O:20][CH2:21][CH3:22])=[O:19])[CH2:12][CH2:11]1)[C:4]1[CH:9]=[CH:8][CH:7]=[CH:6][CH:5]=1.Br[CH2:25][CH2:26][CH:27]1[O:31][CH2:30][CH2:29][O:28]1.O>CN(C)C=O>[CH2:3]([N:10]1[CH2:11][CH2:12][N:13]([C:16](=[O:23])[CH:17]([C:18]([O:20][CH2:21][CH3:22])=[O:19])[CH2:25][CH2:26][CH:27]2[O:31][CH2:30][CH2:29][O:28]2)[CH2:14][CH2:15]1)[C:4]1[CH:9]=[CH:8][CH:7]=[CH:6][CH:5]=1 |f:0.1|. Procedure details: To a stirred suspension of sodium hydride (60% dispersion in oil, 1.4 g) in anhydrous dimethylformamide (50 ml) was added dropwise, under nitrogen, a solution of 4-benzyl-1-[(ethoxycarbonyl)acetyl]-piperazine (8.5 g, 29.3 mmol) in anhydrous dimethylformamide (50 ml) over 25 minutes at room temperature. After a further 30 minutes at room temperature, 2-(2-bromoethyl)-1,3-dioxolane (3.6 ml, 30.7 mmol) was added dropwise over 3 minutes and the resulting yellow solution was stirred for 24 hours. Wat...